Dataset: the Open Reaction Database (ORD), a public repository of structured organic reaction records. Task: describe an organic reaction: reactants, conditions, products, and yield Reactants: ClC1=C2C(=NC(=C1)C(=O)OCC)C=NN2 (ethyl 7chloro-1H-pyrazolo[4,3-b]-pyridine-5-carboxylate). Run in C(C=C)N (allylamine). The product is C(C=C)NC(=O)C1=CC(=C2C(=N1)C=NN2)Cl (7-chloro-1H-pyrazolo[4,3-b]pyridine-5-carboxylic acid allyl amide). RXN SMILES: [Cl:1][C:2]1[CH:7]=[C:6]([C:8]([O:10]CC)=O)[N:5]=[C:4]2[CH:13]=[N:14][NH:15][C:3]=12>C(N)C=C>[CH2:4]([NH:5][C:8]([C:6]1[N:5]=[C:4]2[CH:13]=[N:14][NH:15][C:3]2=[C:2]([Cl:1])[CH:7]=1)=[O:10])[CH:3]=[CH2:2]. Reported procedure: A solution of ethyl 7chloro-1H-pyrazolo[4,3-b]-pyridine-5-carboxylate (1.5 g, 6.65 mmol) in allylamine (25 ml) was heated under reflux for 3 days. The solvent was evaporated in vacuo and the residue was extracted into warm ether to give 7-chloro-1H-pyrazolo[4,3-b]pyridine-5-carboxylic acid allyl amide as a pale yellow solid, m.p. 121°-125° C. Without further purification, this material was dissolved in allylamine (10 ml) and water (10 ml) and heated under reflux for 6 days. Excess allylamine was... The reactants are ClC1=C(C(=CC(=C1)C#N)Cl)C=1SC=2C(=NC=CC2N1)NC=1C=C(C#N)C=CN1 (2-[2-(2,6-Dichloro-4-cyano-phenyl)-thiazolo[5,4-c]pyridine-4-ylamino]-isonicotinonitrile), BrC1=NC=CC2=C1SC(=N2)C2=C(C=C(C#N)C=C2Cl)Cl (4-(4-bromo-thiazolo[5,4-c]pyridine-2-yl)-3,5-dichloro-benzonitrile), NC1=CC(=NC=N1)N1CC(C1)O (1-(6-amino-pyrimidin-4-yl)-azetidin-3-ol). Yields the product ClC=1C=C(C#N)C=C(C1C=1SC=2C(=NC=CC2N1)NC1=NC=NC=C1N1CC(C1)O)Cl (3,5-Dichloro-4-{4-[5-(3-hydroxy-azetidin-1-yl)-pyrimidin-4-ylamino]-thiazolo[5,4-c]pyridine-2-yl}-benzonitrile). Isolated yield 52.0%. As a reaction SMILES: [Cl:1][C:2]1[CH:7]=[C:6]([C:8]#[N:9])[CH:5]=[C:4]([Cl:10])[C:3]=1[C:11]1[S:12][C:13]2[C:14]([NH:20][C:21]3[CH:22]=C(C=[CH:27][N:28]=3)C#N)=[N:15][CH:16]=[CH:17][C:18]=2[N:19]=1.Br[C:30]1C2SC(C3C(Cl)=CC(C#N)=CC=3Cl)=NC=2C=C[N:31]=1.NC1N=CN=C([N:56]2[CH2:59][CH:58]([OH:60])[CH2:57]2)C=1>>[Cl:1][C:2]1[CH:7]=[C:6]([CH:5]=[C:4]([Cl:10])[C:3]=1[C:11]1[S:12][C:13]2[C:14]([NH:20][C:21]3[C:22]([N:56]4[CH2:59][CH:58]([OH:60])[CH2:57]4)=[CH:30][N:31]=[CH:27][N:28]=3)=[N:15][CH:16]=[CH:17][C:18]=2[N:19]=1)[C:8]#[N:9]. Reported procedure: Following the procedure described for 2-[2-(2,6-dichloro-4-cyano-phenyl)-thiazolo[5,4-c]pyridine-4-ylamino]-isonicotinonitrile (Example 19), 4-(4-bromo-thiazolo[5,4-c]pyridine-2-yl)-3,5-dichloro-benzonitrile and 1-(6-amino-pyrimidin-4-yl)-azetidin-3-ol were reacted to give the desired compound as a yellow solid (56 mg, 52% yield). 1H NMR (400 MHz, DMSO-d6): δ 10.24 (s, 1H), 8.39 (d, J=5.5 Hz, 1H), 8.37 (s, 2H), 8.20 (d, J=1.0 Hz, 1H), 7.74 (d, J=5.6 Hz, 1H), 6.58 (s, 1H), 5.72-5.69 (m, 1H), 4.63...